This data is from the Open Reaction Database (ORD), a public repository of structured organic reaction records. The task is: describe an organic reaction: reactants, conditions, products, and yield Reactants: COC(COC1=CC(=C(C=C1)Cl)N)=O ((3-amino-4-chlorophenoxy)acetic acid methyl ester), C(C)OC(C(C(CC)=O)CC1=CC=C(C=C1)Cl)=O (2-(4-chlorobenzyl)-3-oxopentanoic acid ethyl ester), CS(=O)(=O)O (methanesulfonic acid). Solvent: C1(=CC=CC=C1)C (toluene). Yields the product COC(COC1=C2C(C(=C(NC2=C(C=C1)Cl)CC)CC1=CC=C(C=C1)Cl)=O)=O ([8-chloro-3-(4-chlorobenzyl)-2-ethyl-4-oxo-1,4-dihydroquinolin-5-yloxy]acetic Acid Methyl Ester). Reaction SMILES: [CH3:1][O:2][C:3](=[O:14])[CH2:4][O:5][C:6]1[CH:11]=[CH:10][C:9]([Cl:12])=[C:8]([NH2:13])[CH:7]=1.C([O:17][C:18](=O)[CH:19]([CH2:24][C:25]1[CH:30]=[CH:29][C:28]([Cl:31])=[CH:27][CH:26]=1)[C:20](=O)[CH2:21][CH3:22])C.CS(O)(=O)=O>C1(C)C=CC=CC=1>[CH3:1][O:2][C:3](=[O:14])[CH2:4][O:5][C:6]1[CH:11]=[CH:10][C:9]([Cl:12])=[C:8]2[C:7]=1[C:18](=[O:17])[C:19]([CH2:24][C:25]1[CH:26]=[CH:27][C:28]([Cl:31])=[CH:29][CH:30]=1)=[C:20]([CH2:21][CH3:22])[NH:13]2. Procedure: A mixture of (3-amino-4-chlorophenoxy)acetic acid methyl ester (0.53 g), 2-(4-chlorobenzyl)-3-oxopentanoic acid ethyl ester (0.66 g), methanesulfonic acid (0.032 mL) and toluene (20 mL) was heated at reflux for 20 hours. The mixture was cooled to room temperature and the solvent removed under reduced pressure. The residue was diluted with water, extracted with ethyl acetate and the combined extracts dried over magnesium sulfate. The solvent was removed under reduced pressure and the residue puri... The reactants are ClC1=NC(=C2N=CN(C2=N1)CC1=C(C=CC=C1)F)N(C)C (2-chloro-6-(N,N-dimethylamino)-9-(2-fluorobenzyl)-9H-purine), CN (N-methylamine). Yields the product CN(C)C1=C2N=CN(C2=NC(=N1)NC)CC1=C(C=CC=C1)F (6-(N,N-dimethylamino)-9-(2-fluorobenzyl)2-(N-methylamino)-9H-purine). RXN SMILES: Cl[C:2]1[N:10]=[C:9]2[C:5]([N:6]=[CH:7][N:8]2[CH2:11][C:12]2[CH:17]=[CH:16][CH:15]=[CH:14][C:13]=2[F:18])=[C:4]([N:19]([CH3:21])[CH3:20])[N:3]=1.[CH3:22][NH2:23]>>[CH3:20][N:19]([C:4]1[N:3]=[C:2]([NH:23][CH3:22])[N:10]=[C:9]2[C:5]=1[N:6]=[CH:7][N:8]2[CH2:11][C:12]1[CH:17]=[CH:16][CH:15]=[CH:14][C:13]=1[F:18])[CH3:21]. Procedure: 2.5 g (8.2 mmol) of 2-chloro-6-(N,N-dimethylamino)-9-(2-fluorobenzyl)-9H-purine (Example 1) and 10 ml of ethanolic N-methylamine solution (16%) are heated for 120 hours at 80° to 85° in an autoclave. The reaction mixture is then concentrated by evaporation under reduced pressure. The residue is taken up in dichloromethane. The dichloromethane phase is washed twice with water, dried over magnesium sulfate and concentrated by evaporation. the residue is chromatographed on silica gel with toluene/e... Reactants: C(C)(C)(C)OC(=O)NCC=1C=C(C=CC1)NC1=NC(=CC=C1CO)OC (2-(3-(t-butoxycarbonylaminomethyl)phenylamino)-3-hydroxymethyl-6-methoxypyridine). The reagents and catalysts are [O-2].[O-2].[O-2].[O-2].[Mn+2].[Mn+2].[Mn+2].[Mn+2] (manganese tetraoxide). Solvent: C1=CC=CC=C1 (benzene). Conditions: time 2 day. Yields the product C(C)(C)(C)OC(=O)NCC=1C=C(C=CC1)NC1=NC(=CC=C1C=O)OC (2-(3-(t-butoxycarbonylaminomethyl)phenylamino)-6-methoxypyridine-3-carboaldehyde). Reaction SMILES: [C:1]([O:5][C:6]([NH:8][CH2:9][C:10]1[CH:11]=[C:12]([NH:16][C:17]2[C:22]([CH2:23][OH:24])=[CH:21][CH:20]=[C:19]([O:25][CH3:26])[N:18]=2)[CH:13]=[CH:14][CH:15]=1)=[O:7])([CH3:4])([CH3:3])[CH3:2]>[O-2].[O-2].[O-2].[O-2].[Mn+2].[Mn+2].[Mn+2].[Mn+2].C1C=CC=CC=1>[C:1]([O:5][C:6]([NH:8][CH2:9][C:10]1[CH:11]=[C:12]([NH:16][C:17]2[C:22]([CH:23]=[O:24])=[CH:21][CH:20]=[C:19]([O:25][CH3:26])[N:18]=2)[CH:13]=[CH:14][CH:15]=1)=[O:7])([CH3:4])([CH3:3])[CH3:2] |f:1.2.3.4.5.6.7.8|. Procedure details: A mixture of the compound (24 mg) obtained in Example 454, manganese tetraoxide (40 mg) and benzene (8 ml) was stirred at room temperature for 2 days. Starting materials: ClC=1C=CC(=C(N)C1)C1=NN=NN1 (5-Chloro-2-(1H-tetrazol-5-yl)aniline), S1C2=C(C=C1C(=O)Cl)C=CC=C2 (benzo[b]thiophene-2-carbonyl chloride). The product is ClC=1C=CC(=C(C1)NC(=O)C=1SC2=C(C1)C=CC=C2)C2=NN=NN2 (N-[5-Chloro-2-(1H-tetrazol-5-yl)phenyl]-1-benzothiophene-2-carboxamide). The yield is 5.0%. As a reaction SMILES: [Cl:1][C:2]1[CH:3]=[CH:4][C:5]([C:9]2[NH:13][N:12]=[N:11][N:10]=2)=[C:6]([CH:8]=1)[NH2:7].[S:14]1[C:18]([C:19](Cl)=[O:20])=[CH:17][C:16]2[CH:22]=[CH:23][CH:24]=[CH:25][C:15]1=2>>[Cl:1][C:2]1[CH:3]=[CH:4][C:5]([C:9]2[NH:13][N:12]=[N:11][N:10]=2)=[C:6]([NH:7][C:19]([C:18]2[S:14][C:15]3[CH:25]=[CH:24][CH:23]=[CH:22][C:16]=3[CH:17]=2)=[O:20])[CH:8]=1. Procedure: The title compound was prepared essentially according to the method of Example 4, but using 5-Chloro-2-(1H-tetrazol-5-yl)aniline (1.0 mmol) and benzo[b]thiophene-2-carbonyl chloride. After precipitation, the product was further purified by recrystallization in ethanol to yield the desired product (19.6 mg, 5%). 1H NMR (400 MHz, d6-DMSO): δ 8.61 (s, 1H), 8.31 (s, 1H), 8.09 (m, 3H), 7.53 (m, 3H). MS (EI) for C16H10ClN5OS: 355.8 (M+H). The reactants are [BH4-], CO, ClCCl, N#CC(Cc1ccccc1)(c1cc(F)cc(C(F)(F)F)c1)c1ccc(F)cn1, [Na+]. The product is NCC(Cc1ccccc1)(c1cc(F)cc(C(F)(F)F)c1)c1ccc(F)cn1. As a reaction SMILES: [BH4-:29].[CH3:31][OH:32].[Cl:33][CH2:34][Cl:35].[F:1][c:2]1[cH:3][c:4]([C:12]([C:13]#[N:14])([CH2:15][c:16]2[cH:17][cH:18][cH:19][cH:20][cH:21]2)[c:22]2[n:23][cH:24][c:25]([F:28])[cH:26][cH:27]2)[cH:5][c:6]([C:8]([F:9])([F:10])[F:11])[cH:7]1.[Na+:30]>>[F:1][c:2]1[cH:3][c:4]([C:12]([CH2:13][NH2:14])([CH2:15][c:16]2[cH:17][cH:18][cH:19][cH:20][cH:21]2)[c:22]2[n:23][cH:24][c:25]([F:28])[cH:26][cH:27]2)[cH:5][c:6]([C:8]([F:9])([F:10])[F:11])[cH:7]1. Reaction conditions: time 5 minute. Procedure details: 20 g (153 mmol) 2-thiouracil are suspended in 250 mL MeOH and then 8.7 g (152.9 mmol, 1 eq) sodium methoxide are added. The solution is stirred for 5 min at RT and then 12.4 mL (198.8 mmol, 1.3 eq) methyl iodide are added dropwise. The reaction mixture is stirred overnight, then poured onto water and extracted 3× with approx. 150 mL chloroform. The combined organic phases are dried on MgSO4, the solvent is eliminated in vacuo and 16 g E-1 are obtained. The solvent is CO (MeOH). The reactants are N1C(=S)NC(=O)C=C1 (2-thiouracil), C[O-].[Na+] (sodium methoxide), CI (methyl iodide). RXN SMILES: [NH:1]1[CH:8]=[CH:7][C:5](=[O:6])[NH:4][C:2]1=[S:3].[CH3:9][O-].[Na+].CI>CO>[CH3:9][S:3][C:2]1[NH:1][CH:8]=[CH:7][C:5](=[O:6])[N:4]=1 |f:1.2|. The product is CSC=1NC=CC(N1)=O (2-methylsulphanyl-1H-pyrimidin-4-one). Starting materials: ClC1=CN=C(C2=CC(=CC=C12)S(=O)(=O)N)NC(=N)N (4-Chloro-1-guanidino-7-isoquinolinesulphonamide). Solvent: CCO (EtOH), Cl (HCl). Run at time 1 hour. Yields the product Cl.ClC1=CN=C(C2=CC(=CC=C12)S(=O)(=O)N)NC(=N)N (4-chloro-1-guanidino-7-isoquinolinesulphonamide hydrochloride). Isolated yield 190.0%. As a reaction SMILES: [Cl:1][C:2]1[C:11]2[C:6](=[CH:7][C:8]([S:12]([NH2:15])(=[O:14])=[O:13])=[CH:9][CH:10]=2)[C:5]([NH:16][C:17]([NH2:19])=[NH:18])=[N:4][CH:3]=1>CCO.Cl>[ClH:1].[Cl:1][C:2]1[C:11]2[C:6](=[CH:7][C:8]([S:12]([NH2:15])(=[O:14])=[O:13])=[CH:9][CH:10]=2)[C:5]([NH:16][C:17]([NH2:19])=[NH:18])=[N:4][CH:3]=1 |f:3.4|. Reported procedure: 4-Chloro-1-guanidino-7-isoquinolinesulphonamide (30 mg, 0.10 mmol) was dissolved in a solution of EtOH saturated with HCl gas (2.0 mL) and the mixture stirred at room temperature for 1 h. The solvents were evaporated in vacuo and the residue was azeotroped with CH2Cl2 to give 4-chloro-1-guanidino-7-isoquinolinesulphonamide hydrochloride (32 mg, 0.095 mmol) as a white solid.